From a dataset of the Open Reaction Database (ORD), a public repository of structured organic reaction records. describe an organic reaction: reactants, conditions, products, and yield The product is NC1=CC2=C(N(CC(O2)(C)C)C2=[N+](C=CC=C2)[O-])C=C1 (2-(7-amino-3,4-dihydro-2,2-dimethyl-2H-1,4-benzoxazin-4-yl)pyridine N-oxide). Reported procedure: To a mixture of 8.05 g of 2-(3,4-dihydro-2,2-dimethyl-7-nitro-2H-1,4-benzoxazin-4-yl)pyridine N-oxide, 28.50 g of ammonium chloride, 140 ml of methanol and 140 ml of water was added 34.94 g of zinc dust with ice-cooling, and the mixture was stirred at 5° C. for 14 hours. The insolubles were filtered off, and the filtrate was concentrated and extracted with ethyl acetate. The organic layer was dried over anhydrous magnesium sulfate and the solvent was distilled off to give 7.32 g of crude 2-(7-am... Yield: 101.0%. Reaction SMILES: [CH3:1][C:2]1([CH3:22])[CH2:7][N:6]([C:8]2[CH:13]=[CH:12][CH:11]=[CH:10][N+:9]=2[O-:14])[C:5]2[CH:15]=[CH:16][C:17]([N+:19]([O-])=O)=[CH:18][C:4]=2[O:3]1.[Cl-].[NH4+].CO>[Zn].O>[NH2:19][C:17]1[CH:16]=[CH:15][C:5]2[N:6]([C:8]3[CH:13]=[CH:12][CH:11]=[CH:10][N+:9]=3[O-:14])[CH2:7][C:2]([CH3:22])([CH3:1])[O:3][C:4]=2[CH:18]=1 |f:1.2|. The solvent is O (water). Run at temperature 5 celsius, time 14 hour. Reactants: CC1(OC2=C(N(C1)C1=[N+](C=CC=C1)[O-])C=CC(=C2)[N+](=O)[O-])C (2-(3,4-dihydro-2,2-dimethyl-7-nitro-2H-1,4-benzoxazin-4-yl)pyridine N-oxide), [Cl-].[NH4+] (ammonium chloride), CO (methanol). The reagents and catalysts are [Zn] (zinc).